Dataset: the Open Reaction Database (ORD), a public repository of structured organic reaction records. Task: describe an organic reaction: reactants, conditions, products, and yield The reactants are CO, CC(C)CCn1c(=O)c(C2=NS(=O)(=O)c3cc(NS(=O)(=O)NC(=O)OCc4ccccc4)ccc3N2)c(O)c2cccnc21. Product: CC(C)CCn1c(=O)c(C2=NS(=O)(=O)c3cc(NS(N)(=O)=O)ccc3N2)c(O)c2cccnc21. As a reaction SMILES: [CH3:45][OH:46].[OH:1][c:2]1[c:3]([C:18]2=[N:19][S:20](=[O:43])(=[O:44])[c:21]3[c:22]([cH:24][cH:25][c:26]([NH:28][S:29]([NH:30][C:31]([O:32][CH2:33][c:34]4[cH:35][cH:36][cH:37][cH:38][cH:39]4)=[O:40])(=[O:41])=[O:42])[cH:27]3)[NH:23]2)[c:4](=[O:17])[n:5]([CH2:12][CH2:13][CH:14]([CH3:15])[CH3:16])[c:6]2[n:7][cH:8][cH:9][cH:10][c:11]12>>[OH:1][c:2]1[c:3]([C:18]2=[N:19][S:20](=[O:43])(=[O:44])[c:21]3[c:22]([cH:24][cH:25][c:26]([NH:28][S:29]([NH2:30])(=[O:41])=[O:42])[cH:27]3)[NH:23]2)[c:4](=[O:17])[n:5]([CH2:12][CH2:13][CH:14]([CH3:15])[CH3:16])[c:6]2[n:7][cH:8][cH:9][cH:10][c:11]12. Reactants: 1-chloracetyl-4-(2,4-difluoro-phenyl)-piperidine, [N+](=O)([O-])C1=C(C=C(C=C1)N[C@@H]1CC[C@H](CC1)O)C(F)(F)F (trans-4-(4-nitro-3-trifluoromethyl-phenylamino)-cyclohexanol), 1-chloracetyl-4-(2,4-difluoro-phenyl)-piperidine, ClCC(=O)N1CCC(CC1)C1=C(C=C(C=C1)F)F (2-chloro-1-[4-(2,4-difluoro-phenyl)-piperidin-1-yl]-ethanone), FC1=C(C=CC(=C1)F)C1CCNCC1 (4-(2,4-difluoro-phenyl)-piperidine), ClCC(=O)Cl (chloroacetyl chloride). The product is FC1=C(C=CC(=C1)F)C1CCN(CC1)C(CO[C@@H]1CC[C@H](CC1)NC1=CC(=C(C=C1)[N+](=O)[O-])C(F)(F)F)=O (1-[4-(2,4-difluoro-phenyl)-piperidin-1-yl]-2-[trans-4-(4-nitro-3-trifluoromethyl-phenylamino)-cyclohexyloxy]-ethanone), product. The yield is 16.0%. RXN SMILES: Cl[CH2:2][C:3]([N:5]1[CH2:10][CH2:9][CH:8]([C:11]2[CH:16]=[CH:15][C:14]([F:17])=[CH:13][C:12]=2[F:18])[CH2:7][CH2:6]1)=[O:4].FC1C=C(F)C=CC=1C1CCNCC1.ClCC(Cl)=O.[N+:38]([C:41]1[CH:46]=[CH:45][C:44]([NH:47][C@H:48]2[CH2:53][CH2:52][C@H:51]([OH:54])[CH2:50][CH2:49]2)=[CH:43][C:42]=1[C:55]([F:58])([F:57])[F:56])([O-:40])=[O:39]>>[F:18][C:12]1[CH:13]=[C:14]([F:17])[CH:15]=[CH:16][C:11]=1[CH:8]1[CH2:9][CH2:10][N:5]([C:3](=[O:4])[CH2:2][O:54][C@H:51]2[CH2:52][CH2:53][C@H:48]([NH:47][C:44]3[CH:45]=[CH:46][C:41]([N+:38]([O-:40])=[O:39])=[C:42]([C:55]([F:56])([F:57])[F:58])[CH:43]=3)[CH2:49][CH2:50]2)[CH2:6][CH2:7]1. Procedure: 1-[4-(2,4-Difluoro-phenyl)-piperidin-1-yl]-2-[trans-4-(4-nitro-3-trifluoromethyl-phenylamino)-cyclohexyloxy]-ethanone was prepared using a two-step synthesis. In the first step, 1-chloracetyl-4-(2,4-difluoro-phenyl)-piperidine (also known as 2-chloro-1-[4-(2,4-difluoro-phenyl)-piperidin-1-yl]-ethanone) was prepared from 4-(2,4-difluoro-phenyl)-piperidine and chloroacetyl chloride using the procedure illustrated in Example 4. In the second step, the 1-[4-(2,4-difluoro-phenyl)-piperidin-1-yl]-2-[t... Starting materials: CCCC[N+](CCCC)(CCCC)CCCC, CCOP(=O)(CO)OCC, [Cl-], C=C(CCl)CCl, [H-], [I+], [NH4+], [Na+], C1CCOC1. Product: C=C(CCl)COCP(=O)(OCC)OCC. RXN SMILES: [CH2:18]([N+:19]([CH2:20][CH2:21][CH2:22][CH3:23])([CH2:24][CH2:25][CH2:26][CH3:27])[CH2:28][CH2:29][CH2:30][CH3:31])[CH2:32][CH2:33][CH3:34].[CH2:1]([CH3:2])[O:3][P:4]([O:5][CH2:6][CH3:7])(=[O:8])[CH2:9][OH:10].[Cl-:35].[Cl:11][CH2:12][C:13](=[CH2:14])[CH2:15][Cl:16].[H-:42].[I+:17].[NH4+:36].[Na+:43].[O:37]1[CH2:38][CH2:39][CH2:40][CH2:41]1>>[CH2:1]([CH3:2])[O:3][P:4]([O:5][CH2:6][CH3:7])(=[O:8])[CH2:9][O:10][CH2:15][C:13]([CH2:12][Cl:11])=[CH2:14]. Starting materials: CO.C(=O)=O (methanol dry ice), Cl (HCl), COC([C@@H](N)CC1=CNC=N1)=O (L-histidine methyl ester), N1=CC=CC=C1 (pyridine). Run in C(Cl)(Cl)Cl (chloroform), CCOCC.CCCCCC (ether hexane). Run at time 15 minute. The product is COC(=O)[C@@H]1CC=2N(C(N1)=O)C=NC2 ((+)-(S)-5,6,7,8-Tetrahydro-7-(methoxycarbonyl)-5-oxoimidazo[1,5-c]pyrimidine). As a reaction SMILES: [CH3:1][O:2][C:3](=[O:12])[C@H:4]([CH2:6][C:7]1[N:11]=[CH:10][NH:9][CH:8]=1)[NH2:5].N1C=CC=CC=1.CO.[C:21](=O)=[O:22].Cl>C(Cl)(Cl)Cl.CCOCC.CCCCCC>[CH3:1][O:2][C:3]([C@H:4]1[NH:5][C:21](=[O:22])[N:11]2[CH:10]=[N:9][CH:8]=[C:7]2[CH2:6]1)=[O:12] |f:2.3,6.7|. Reported procedure: 3.38 g (20 mmol) of L-histidine methyl ester and 3.16 g (40 mmol) of pyridine (distilled over ninhydrin) are dissolved in 100 ml of chloroform and cooled with methanol/dry ice to -30° to -40° C. At this temperature, a weak stream of HCl-free phosgene is introduced for 15 minutes and the mixture is stirred for 15 minutes in the cold state. Then the batch is poured into 400 ml of cold ether/hexane (2:1). A fine, white, readily deliquescent precipitate is obtained which is suctioned off and washed ... The reactants are OCC=1N(C=CN1)CC(F)(F)F (2-hydroxymethyl-1-(2,2,2-trifluoroethyl)imidazole), S(=O)(Cl)Cl (thionyl chloride). Conditions: temperature 90 celsius. Product: Cl.ClCC=1N(C=CN1)CC(F)(F)F (2-chloromethyl-1-(2,2,2-trifluoroethyl)imidazole hydrochloride). RXN SMILES: O[CH2:2][C:3]1[N:4]([CH2:8][C:9]([F:12])([F:11])[F:10])[CH:5]=[CH:6][N:7]=1.S(Cl)([Cl:15])=O>>[ClH:15].[Cl:15][CH2:2][C:3]1[N:4]([CH2:8][C:9]([F:12])([F:11])[F:10])[CH:5]=[CH:6][N:7]=1 |f:2.3|. Procedure: To 2-hydroxymethyl-1-(2,2,2-trifluoroethyl)imidazole (1.40 g) was added thionyl chloride (14 ml), and the mixture was heated for 30 minutes under nitrogen atmosphere at 90° C. The mixture was allowed to be at room temperature, the solvent was distilled off under reduced pressure and the obtained solid was washed with ethyl acetate, to give 2-chloromethyl-1-(2,2,2-trifluoroethyl)imidazole hydrochloride (1.63 g) as brown crystals. Starting materials: O=C([O-])[O-], CN(C)CC1(c2ccc(O)cc2)CCOCC1, CN(C)C=O, CCOC(C)=O, ClCC1CN(C(c2ccccc2)c2ccccc2)C1, Cl, [K+], [K+]. Yields the product CN(C)CC1(c2ccc(OCC3CN(C(c4ccccc4)c4ccccc4)C3)cc2)CCOCC1. As a reaction SMILES: [C:43](=[O:44])([O-:45])[O-:46].[CH3:1][N:2]([CH3:3])[CH2:4][C:5]1([c:11]2[cH:12][cH:13][c:14]([OH:17])[cH:15][cH:16]2)[CH2:6][CH2:7][O:8][CH2:9][CH2:10]1.[CH3:38][N:39]([CH3:40])[CH:41]=[O:42].[CH3:49][CH2:50][O:51][C:52](=[O:53])[CH3:54].[CH:19]([c:20]1[cH:21][cH:22][cH:23][cH:24][cH:25]1)([c:26]1[cH:27][cH:28][cH:29][cH:30][cH:31]1)[N:32]1[CH2:33][CH:34]([CH2:36][Cl:37])[CH2:35]1.[ClH:18].[K+:47].[K+:48]>>[CH3:1][N:2]([CH3:3])[CH2:4][C:5]1([c:11]2[cH:12][cH:13][c:14]([O:17][CH2:36][CH:34]3[CH2:33][N:32]([CH:19]([c:20]4[cH:21][cH:22][cH:23][cH:24][cH:25]4)[c:26]4[cH:27][cH:28][cH:29][cH:30][cH:31]4)[CH2:35]3)[cH:15][cH:16]2)[CH2:6][CH2:7][O:8][CH2:9][CH2:10]1. The solvent is C1CCOC1 (THF). As a reaction SMILES: [CH3:1][O:2][C:3]1[CH:4]=[C:5]2[C:10](=[CH:11][C:12]=1[O:13][CH3:14])[N:9]=[CH:8][N:7]=[C:6]2[S:15][C:16]1[CH:17]=[C:18]([CH:20]=[CH:21][CH:22]=1)[NH2:19].[F:23][C:24]([F:45])([F:44])[C:25]([C:28]1[CH:32]=[C:31]([NH:33][C:34](=O)[O:35]C2C=CC(Cl)=CC=2)[O:30][N:29]=1)([CH3:27])[CH3:26].C(OCC)C>C1COCC1.CN(C)C1C=CN=CC=1>[CH3:1][O:2][C:3]1[CH:4]=[C:5]2[C:10](=[CH:11][C:12]=1[O:13][CH3:14])[N:9]=[CH:8][N:7]=[C:6]2[S:15][C:16]1[CH:17]=[C:18]([NH:19][C:34]([NH:33][C:31]2[O:30][N:29]=[C:28]([C:25]([CH3:27])([CH3:26])[C:24]([F:45])([F:44])[F:23])[CH:32]=2)=[O:35])[CH:20]=[CH:21][CH:22]=1. Run at time 6 hour. Reagents/catalysts: CN(C1=CC=NC=C1)C (4-(dimethylamino)pyridine). The yield is 69.4%. The product is COC=1C=C2C(=NC=NC2=CC1OC)SC=1C=C(C=CC1)NC(=O)NC1=CC(=NO1)C(C(F)(F)F)(C)C (1-(3-(6,7-dimethoxyquinazolin-4-ylthio)phenyl)-3-(3-(1,1,1-trifluoro-2-methylpropan-2-yl)isoxazol-5-yl)urea). Procedure: To a stirred solution of 3-(6,7-dimethoxyquinazolin-4-ylthio)aniline (76 mg, 0.24 mmol) described in Example 115B in anhydrous THF (1.5 mL), was added 4-chlorophenyl 3-(1,1,1-trifluoro-2-methylpropan-2-yl)isoxazol-5-ylcarbamate from Example 267A (84 mg, 0.24 mmol) and 4-(dimethylamino)pyridine (15 mg, 0.12 mmol). The mixture was stirred at rt for 6 h. To the suspension was added diethyl ether. Sonication and filtration afforded 1-(3-(6,7-dimethoxyquinazolin-4-ylthio)phenyl)-3-(3-(1,1,1-trifluoro... Starting materials: COC=1C=C2C(=NC=NC2=CC1OC)SC=1C=C(N)C=CC1 (3-(6,7-dimethoxyquinazolin-4-ylthio)aniline), FC(C(C)(C)C1=NOC(=C1)NC(OC1=CC=C(C=C1)Cl)=O)(F)F (4-chlorophenyl 3-(1,1,1-trifluoro-2-methylpropan-2-yl)isoxazol-5-ylcarbamate), C(C)OCC (diethyl ether). The reactants are ClCCCl, COc1cc(CC(=O)O)ccc1NC(=O)Nc1ccccc1C, COC(=O)c1ccc(OCC2CC(OC)CN2)cc1, Cl, CN(C)C=O, O, On1nnc2ccccc21. Yields the product COC(=O)c1ccc(OCC2CC(OC)CN2C(=O)Cc2ccc(NC(=O)Nc3ccccc3C)c(OC)c2)cc1. Reaction SMILES: [CH2:43]([Cl:44])[CH2:45][Cl:46].[CH3:1][O:2][c:3]1[cH:4][c:5]([CH2:20][C:21](=[O:22])[OH:23])[cH:6][cH:7][c:8]1[NH:9][C:10](=[O:11])[NH:12][c:13]1[c:14]([CH3:19])[cH:15][cH:16][cH:17][cH:18]1.[CH3:24][O:25][CH:26]1[CH2:27][CH:28]([CH2:31][O:32][c:33]2[cH:34][cH:35][c:36]([C:37](=[O:38])[O:39][CH3:40])[cH:41][cH:42]2)[NH:29][CH2:30]1.[ClH:47].[O:58]=[CH:59][N:60]([CH3:61])[CH3:62].[OH2:63].[OH:48][n:49]1[c:50]2[c:51]([cH:52][cH:53][cH:54][cH:55]2)[n:56][n:57]1>>[CH3:1][O:2][c:3]1[cH:4][c:5]([CH2:20][C:21](=[O:23])[N:29]2[CH:28]([CH2:31][O:32][c:33]3[cH:34][cH:35][c:36]([C:37](=[O:38])[O:39][CH3:40])[cH:41][cH:42]3)[CH2:27][CH:26]([O:25][CH3:24])[CH2:30]2)[cH:6][cH:7][c:8]1[NH:9][C:10](=[O:11])[NH:12][c:13]1[c:14]([CH3:19])[cH:15][cH:16][cH:17][cH:18]1. Reactants: C(C)SC=1N(C(C2=C(N1)N=C(C=C2)OC)=O)C2=CC=C(C=C2)OCC(F)(F)F (2-(ethylsulfanyl)-7-methoxy-3-[4-(2,2,2-trifluoroethoxy)phenyl]pyrido[2,3-d]pyrimidin-4(3H)-one), Cl.N1=CC=CC=C1 (pyridine hydrochloride), Cl (hydrochloric acid). Solvent: CN(C=O)C (N,N-dimethylformamide). Conditions: temperature 120 celsius, time 15 minute. The product is C(C)SC=1N(C(C2=C(N1)NC(C=C2)=O)=O)C2=CC=C(C=C2)OCC(F)(F)F (2-(ethylsulfanyl)-3-[4-(2,2,2-trifluoroethoxy)phenyl]pyrido[2,3-d]pyrimidine-4,7(3H,8H)-dione). Yield: 94.6%. As a reaction SMILES: [CH2:1]([S:3][C:4]1[N:5]([C:17]2[CH:22]=[CH:21][C:20]([O:23][CH2:24][C:25]([F:28])([F:27])[F:26])=[CH:19][CH:18]=2)[C:6](=[O:16])[C:7]2[CH:13]=[CH:12][C:11]([O:14]C)=[N:10][C:8]=2[N:9]=1)[CH3:2].Cl.N1C=CC=CC=1.Cl>CN(C)C=O>[CH2:1]([S:3][C:4]1[N:5]([C:17]2[CH:22]=[CH:21][C:20]([O:23][CH2:24][C:25]([F:27])([F:28])[F:26])=[CH:19][CH:18]=2)[C:6](=[O:16])[C:7]2[CH:13]=[CH:12][C:11](=[O:14])[NH:10][C:8]=2[N:9]=1)[CH3:2] |f:1.2|. Procedure: A mixture of 2-(ethylsulfanyl)-7-methoxy-3-[4-(2,2,2-trifluoroethoxy)phenyl]pyrido[2,3-d]pyrimidin-4(3H)-one (150 mg), pyridine hydrochloride (1156 mg) and N,N-dimethylformamide (1 ml) was stirred at 120° C. for 15 min. The reaction mixture was poured into 0.2M hydrochloric acid (10 ml), and the precipitated white solid was collected by filtration, and washed with water. The obtained solid was dissolved in tetrahydrofuran (5 ml), and the solution was diluted with ethyl acetate (70 ml), washed wi...